Dataset: the Open Reaction Database (ORD), a public repository of structured organic reaction records. Task: describe an organic reaction: reactants, conditions, products, and yield The reactants are C=1C=CC2=C(C1)C(OS2(=O)=O)(C=3C=C(C(=C(C3)Br)O)Br)C=4C=C(C(=C(C4)Br)O)Br (Bromophenol blue), primary amines, N1CCCCC1 (piperidine), Fmoc-deproteced, C(C)(C)N=C=NC(C)C (N,N′-diisopropyl carbodiimide), OC1=C(C=CC2=CC=CC=C12)C(=O)O (1-hydroxy-2-naphthoic acid), ON1N=NC2=C1C=CC=C2 (1-hydroxy-benzotriazole), C(=O)(OCC1C2=CC=CC=C2C2=CC=CC=C12)CC(C(=O)O)(C)N (Fmoc-2-Amino-2-methyl-propionic acid), C(C)(C)N=C=NC(C)C (N,N′-diisopropyl carbodiimide), C1=CC=CC=2C3=CC=CC=C3C(C12)COC(=O)NC(C(=O)O)(C)C (2-(9H-Fluoren-9-ylmethoxy-carbonylamino)-2-methyl-propionic acid). The reagents and catalysts are CN(C1=CC=NC=C1)C (4-dimethylaminopyridine). The solvent is CN(C=O)C (dimethylformamide), CN(C=O)C (dimethylformamide), CN(C=O)C (dimethylformamide). Conditions: time 5 minute. Yields the product OC1=C(C=CC2=CC=CC=C12)C(=O)NC(C(=O)O)(C)C (2-[(1-hydroxy-naphthalene-2-carbonyl)-amino]-2-methyl-propionic acid). RXN SMILES: C(N=C=NC(C)C)(C)C.C1[C:22]2[CH:21]([CH2:23][O:24]C(NC(C)(C)C(O)=O)=O)[C:20]3[C:15](=[CH:16][CH:17]=[CH:18][CH:19]=3)[C:14]=2C=CC=1.C([CH2:51][C:52]([NH2:57])([CH3:56])[C:53]([OH:55])=[O:54])(OCC1C2C(=CC=CC=2)C2C1=CC=CC=2)=O.N1CCCCC1.[OH:64][C:65]1C2C(=CC=CC=2)C=CC=1C(O)=O.ON1C2C=CC=CC=2N=N1.C1C=CC2S(=O)(=O)OC(C3C=C(Br)C(O)=C(Br)C=3)(C3C=C(Br)C(O)=C(Br)C=3)C=2C=1>CN(C)C1C=CN=CC=1.CN(C)C=O>[OH:64][C:65]1[C:20]2[C:15](=[CH:16][CH:17]=[CH:18][CH:19]=2)[CH:14]=[CH:22][C:21]=1[C:23]([NH:57][C:52]([CH3:56])([CH3:51])[C:53]([OH:55])=[O:54])=[O:24]. Procedure details: 8.0 g of Wang resin (loading: 1.4 mmol/g) was placed in a solid phase fritted reaction vessel with 75 ml of dimethylformamide. After 5 minutes of swelling, 7.01 ml, of N,N′-diisopropyl carbodiimide, 0.136 g of 4-dimethylaminopyridine and 14.58 g of 2-(9H-Fluoren-9-ylmethoxy-carbonylamino)-2-methyl-propionic acid were added. The reaction was placed in an orbital shaker for 2 days, after which it was filtered, washed 4 times each with dimethylformamide, methanol and dichloromethane. Next, the resi...